This data is from the Open Reaction Database (ORD), a public repository of structured organic reaction records. The task is: describe an organic reaction: reactants, conditions, products, and yield Starting materials: NCCNC=1N=C(C2=C(N1)N(C(C=C2)=O)C2=C(C=CC=C2F)F)C2=C(C=C(C=C2)F)C (2-[(2-Aminoethyl)amino]-8-(2,6-difluorophenyl)-4-(4-fluoro-2-methylphenyl)pyrido[2,3-d]pyrimidin-7(8H)-one), C1=CC=C(C=C1)OC(=NC#N)OC2=CC=CC=C2 (diphenylcyanocarbonimidate). Run in C(C)(C)O (isopropanol). Reaction conditions: time 0.5 hour. Product: C(#N)NC(OC1=CC=CC=C1)=NCCNC=1N=C(C2=C(N1)N(C(C=C2)=O)C2=C(C=CC=C2F)F)C2=C(C=C(C=C2)F)C (Phenyl N-cyano-N′-(2-{[8-(2,6-difluorophenyl)-4-(4-fluoro-2-methylphenyl)-7-oxo-7,8-dihydropyrido[2,3-d]pyrimidin-2-yl]amino}ethyl)imidocarbamate). As a reaction SMILES: [NH2:1][CH2:2][CH2:3][NH:4][C:5]1[N:6]=[C:7]([C:24]2[CH:29]=[CH:28][C:27]([F:30])=[CH:26][C:25]=2[CH3:31])[C:8]2[CH:14]=[CH:13][C:12](=[O:15])[N:11]([C:16]3[C:21]([F:22])=[CH:20][CH:19]=[CH:18][C:17]=3[F:23])[C:9]=2[N:10]=1.[CH:32]1[CH:37]=[CH:36][C:35]([O:38][C:39](OC2C=CC=CC=2)=[N:40][C:41]#[N:42])=[CH:34][CH:33]=1>C(O)(C)C>[C:41]([NH:40][C:39](=[N:1][CH2:2][CH2:3][NH:4][C:5]1[N:6]=[C:7]([C:24]2[CH:29]=[CH:28][C:27]([F:30])=[CH:26][C:25]=2[CH3:31])[C:8]2[CH:14]=[CH:13][C:12](=[O:15])[N:11]([C:16]3[C:17]([F:23])=[CH:18][CH:19]=[CH:20][C:21]=3[F:22])[C:9]=2[N:10]=1)[O:38][C:35]1[CH:36]=[CH:37][CH:32]=[CH:33][CH:34]=1)#[N:42]. Procedure details: The title compound from Example 8 [8-(2,6-Difluorophenyl)-4-(4-fluoro-2-methylphenyl)-2-[(2-aminoethyl)amino]-8H-pyrido[2,3-d]pyrimidin-7-one](0.382 g, 0.0009 mol) was treated with stirring with diphenylcyanocarbonimidate (0.214 g, 0.0009 mol) in isopropanol (5 mL). Stirred at 23° for 0.5 hours. LC/MS showed a new major peak corresponding to the desired product and no starting material in the solution. LC MS (m/e)=570(MH+). Rt=2.24 min. Starting materials: CCC(=O)CCN1CCN(C)CC1, COc1ccc(CCO)cc1OC, Cl, C1COCCO1, O. Product: CCC1(CCN2CCN(C)CC2)OCCc2cc(OC)c(OC)cc21. RXN SMILES: [CH3:14][N:15]1[CH2:16][CH2:17][N:18]([CH2:21][CH2:22][C:23]([CH2:24][CH3:25])=[O:26])[CH2:19][CH2:20]1.[CH3:1][O:2][c:3]1[cH:4][c:5]([CH2:11][CH2:12][OH:13])[cH:6][cH:7][c:8]1[O:9][CH3:10].[ClH:27].[O:29]1[CH2:30][CH2:31][O:32][CH2:33][CH2:34]1.[OH2:28]>>[CH3:1][O:2][c:3]1[cH:4][c:5]2[c:6]([cH:7][c:8]1[O:9][CH3:10])[C:23]([CH2:22][CH2:21][N:18]1[CH2:17][CH2:16][N:15]([CH3:14])[CH2:20][CH2:19]1)([CH2:24][CH3:25])[O:13][CH2:12][CH2:11]2. Starting materials: CC1C(C(=O)O)CC2CC1C2(C)C, [Cl-], N. Product: CC1C(C(N)=O)CC2CC1C2(C)C. As a reaction SMILES: [CH:2]12[CH:3]([CH3:14])[CH:4]([C:11](=[O:12])[OH:13])[CH2:5][CH:6]([C:7]1([CH3:8])[CH3:9])[CH2:10]2.[Cl-:1].[NH3:15]>>[CH:2]12[CH:3]([CH3:14])[CH:4]([C:11](=[O:12])[NH2:15])[CH2:5][CH:6]([C:7]1([CH3:8])[CH3:9])[CH2:10]2. Starting materials: BrC1=CC(=C(C=C1)S(=O)(=O)NC[C@@H]1CC[C@H](CC1)CNC1=NC2=CC=CC=C2C(=N1)N(C)C)OC(F)(F)F (trans-4-bromo-N-{4-[(4-dimethylamino-quinazolin-2-ylamino)-methyl]-cyclohexylmethyl}-2-trifluoromethoxy-benzenesulfonamide), [H-].[Na+] (sodium hydride), oil, IC (iodomethane). Reported procedure: To a solution of trans-4-bromo-N-{4-[(4-dimethylamino-quinazolin-2-ylamino)-methyl]-cyclohexylmethyl}-2-trifluoromethoxy-benzenesulfonamide obtained in step H of example 1 (380 mg, 0.61 mmol) in DMF (2 mL) was added 60% sodium hydride in oil (24.6 mg, 0.61 mmol). The reaction mixture was stirred at ambient temperature for 80 min. The reaction mixture was cooled at 0° C. and iodomethane (38.3 μL, 0.61 mmol) was added and stirred at ambient temperature for 3 hr. The reaction was quenched with satu... Yields the product BrC1=CC(=C(C=C1)S(=O)(=O)N(C)C[C@@H]1CC[C@H](CC1)CNC1=NC2=CC=CC=C2C(=N1)N(C)C)OC(F)(F)F (trans-4-bromo-N-{4-[(4-dimethylamino-quinazolin-2-ylamino)-methyl]-cyclohexylmethyl}-N-methyl-2-trifluoromethoxy-benzenesulfonamide). Conditions: time 80 minute. Solvent: CN(C)C=O (DMF). As a reaction SMILES: [Br:1][C:2]1[CH:7]=[CH:6][C:5]([S:8]([NH:11][CH2:12][C@H:13]2[CH2:18][CH2:17][C@H:16]([CH2:19][NH:20][C:21]3[N:30]=[C:29]([N:31]([CH3:33])[CH3:32])[C:28]4[C:23](=[CH:24][CH:25]=[CH:26][CH:27]=4)[N:22]=3)[CH2:15][CH2:14]2)(=[O:10])=[O:9])=[C:4]([O:34][C:35]([F:38])([F:37])[F:36])[CH:3]=1.[H-].[Na+].I[CH3:42]>CN(C=O)C>[Br:1][C:2]1[CH:7]=[CH:6][C:5]([S:8]([N:11]([CH2:12][C@H:13]2[CH2:18][CH2:17][C@H:16]([CH2:19][NH:20][C:21]3[N:30]=[C:29]([N:31]([CH3:33])[CH3:32])[C:28]4[C:23](=[CH:24][CH:25]=[CH:26][CH:27]=4)[N:22]=3)[CH2:15][CH2:14]2)[CH3:42])(=[O:10])=[O:9])=[C:4]([O:34][C:35]([F:36])([F:37])[F:38])[CH:3]=1 |f:1.2|. Yield: 69.7%. Reactants: Cc1ccccc1, NC(=O)Nc1ccc(Oc2ccc(C(F)(F)F)cc2Cl)cc1F, O=C=NC(=O)c1c(F)cccc1F. The product is O=C(NC(=O)Nc1ccc(Oc2ccc(C(F)(F)F)cc2Cl)cc1F)NC(=O)c1c(F)cccc1F. As a reaction SMILES: [CH3:37][c:38]1[cH:39][cH:40][cH:41][cH:42][cH:43]1.[Cl:14][c:15]1[c:16]([O:17][c:18]2[cH:19][c:20]([F:28])[c:21]([NH:24][C:25](=[O:26])[NH2:27])[cH:22][cH:23]2)[cH:29][cH:30][c:31]([C:33]([F:34])([F:35])[F:36])[cH:32]1.[F:1][c:2]1[c:3]([C:4](=[O:5])[N:6]=[C:7]=[O:8])[c:9]([F:13])[cH:10][cH:11][cH:12]1>>[F:1][c:2]1[c:3]([C:4](=[O:5])[NH:6][C:7](=[O:8])[NH:27][C:25]([NH:24][c:21]2[c:20]([F:28])[cH:19][c:18]([O:17][c:16]3[c:15]([Cl:14])[cH:32][c:31]([C:33]([F:34])([F:35])[F:36])[cH:30][cH:29]3)[cH:23][cH:22]2)=[O:26])[c:9]([F:13])[cH:10][cH:11][cH:12]1. Starting materials: [Br-], N#Cc1ccc(C2CCC(CC=O)CC2)cc1, CC(C)(C)[O-], [K+], c1ccc([P+](CCC2OCCCO2)(c2ccccc2)c2ccccc2)cc1, C1CCOC1. The product is N#Cc1ccc(C2CCC(CC=CCC3OCCCO3)CC2)cc1. Reaction SMILES: [Br-:1].[C:35](#[N:36])[c:37]1[cH:38][cH:39][c:40]([CH:43]2[CH2:44][CH2:45][CH:46]([CH2:49][CH:50]=[O:51])[CH2:47][CH2:48]2)[cH:41][cH:42]1.[CH3:29][C:30]([CH3:31])([O-:32])[CH3:33].[K+:34].[O:2]1[CH:3]([CH2:8][CH2:9][P+:10]([c:11]2[cH:12][cH:13][cH:14][cH:15][cH:16]2)([c:17]2[cH:18][cH:19][cH:20][cH:21][cH:22]2)[c:23]2[cH:24][cH:25][cH:26][cH:27][cH:28]2)[O:4][CH2:5][CH2:6][CH2:7]1.[O:52]1[CH2:53][CH2:54][CH2:55][CH2:56]1>>[O:2]1[CH:3]([CH2:8][CH:9]=[CH:50][CH2:49][CH:46]2[CH2:45][CH2:44][CH:43]([c:40]3[cH:39][cH:38][c:37]([C:35]#[N:36])[cH:42][cH:41]3)[CH2:48][CH2:47]2)[O:4][CH2:5][CH2:6][CH2:7]1.